From a dataset of the Open Reaction Database (ORD), a public repository of structured organic reaction records. describe an organic reaction: reactants, conditions, products, and yield The reactants are BrCc1ccccc1, CC(C)=O, O=[N+]([O-])c1cc(O)ccc1Cl, [K+], [K+], O=C([O-])[O-]. Product: O=[N+]([O-])c1cc(OCc2ccccc2)ccc1Cl. RXN SMILES: [Br:12][CH2:13][c:14]1[cH:15][cH:16][cH:17][cH:18][cH:19]1.[CH3:26][C:27](=[O:28])[CH3:29].[Cl:1][c:2]1[c:3]([N+:9](=[O:10])[O-:11])[cH:4][c:5]([OH:8])[cH:6][cH:7]1.[K+:20].[K+:21].[O-:22][C:23]([O-:24])=[O:25]>>[Cl:1][c:2]1[c:3]([N+:9](=[O:10])[O-:11])[cH:4][c:5]([O:8][CH2:13][c:14]2[cH:15][cH:16][cH:17][cH:18][cH:19]2)[cH:6][cH:7]1. Starting materials: BrC=1C=CC(=C(C1)C1=NC2=NC=CN=C2C(N1)=O)F (2-(5-bromo-2-fluorophenyl)pteridin-4-one), N1=C(C=CC=C1)N1CCNCC1 (1-(2-pyridyl)piperazine), C(CCC)N(C1=NC(=NC2=NC=CN=C12)C1=C(C=CC(=C1)Br)F)C1=CC=NC=C1 (4-[(butyl)(4-pyridyl)amino]-2-(5-bromo-2-fluorophenyl)pteridine). Product: BrC=1C=CC(=C(C1)C1=NC2=NC=CN=C2C(=N1)N1CCN(CC1)C1=NC=CC=C1)F (2-(5-bromo-2-fluorophenyl)-4-[4-(2-pyridyl)piperazin-1-yl]pteridine). As a reaction SMILES: [Br:1][C:2]1[CH:3]=[CH:4][C:5]([F:19])=[C:6]([C:8]2[NH:17][C:16](=O)[C:15]3[C:10](=[N:11][CH:12]=[CH:13][N:14]=3)[N:9]=2)[CH:7]=1.[N:20]1[CH:25]=[CH:24][CH:23]=[CH:22][C:21]=1[N:26]1[CH2:31][CH2:30][NH:29][CH2:28][CH2:27]1.C(N(C1C=CN=CC=1)C1C2C(=NC=CN=2)N=C(C2C=C(Br)C=CC=2F)N=1)CCC>>[Br:1][C:2]1[CH:3]=[CH:4][C:5]([F:19])=[C:6]([C:8]2[N:17]=[C:16]([N:29]3[CH2:30][CH2:31][N:26]([C:21]4[CH:22]=[CH:23][CH:24]=[CH:25][N:20]=4)[CH2:27][CH2:28]3)[C:15]3[C:10](=[N:11][CH:12]=[CH:13][N:14]=3)[N:9]=2)[CH:7]=1. Reported procedure: The title product was synthesized by reaction of the 2-(5-bromo-2-fluorophenyl)-pteridin-4-one 104 with 1-(2-pyridyl)piperazine following the procedure described for 4-[(butyl)(4-pyridyl)amino]-2-(5-bromo-2-fluorophenyl)pteridine 3. Reactants: [BH4-], CCCN1C(=O)COc2ccc(N3C(=O)C(C)=C(C)C3=O)cc21, CC(=O)O, CO, [Na+]. The product is CCCN1C(=O)COc2ccc(N3C(=O)C(C)=C(C)C3O)cc21. RXN SMILES: [BH4-:24].[CH2:1]([CH2:2][CH3:3])[N:4]1[C:5](=[O:23])[CH2:6][O:7][c:8]2[c:9]1[cH:10][c:11]([N:14]1[C:15](=[O:22])[C:16]([CH3:21])=[C:17]([CH3:20])[C:18]1=[O:19])[cH:12][cH:13]2.[CH3:26][C:27](=[O:28])[OH:29].[CH3:30][OH:31].[Na+:25]>>[CH2:1]([CH2:2][CH3:3])[N:4]1[C:5](=[O:23])[CH2:6][O:7][c:8]2[c:9]1[cH:10][c:11]([N:14]1[C:15](=[O:22])[C:16]([CH3:21])=[C:17]([CH3:20])[CH:18]1[OH:19])[cH:12][cH:13]2. The reactants are FC1=C(C(=O)NC2=CC(NC=C2)=O)C=CC(=C1)C(F)(F)F (2-fluoro-N-(2-oxo-1,2-dihydropyridin-4-yl)-4-(trifluoromethyl)benzamide), FC1=C(C=CC(=C1)F)O (2,4-difluorophenol), C(=O)([O-])[O-].[Cs+].[Cs+] (Cs2CO3). Solvent: CN(C)C=O (DMF). Run at temperature 100 celsius, time 1 hour. Yields the product FC1=C(OC2=C(C(=O)NC3=CC(NC=C3)=O)C=CC(=C2)C(F)(F)F)C=CC(=C1)F (2-(2,4-difluorophenoxy)-N-(2-oxo-1,2-dihydropyridin-4-yl)-4-(trifluoromethyl)benzamide). As a reaction SMILES: F[C:2]1[CH:17]=[C:16]([C:18]([F:21])([F:20])[F:19])[CH:15]=[CH:14][C:3]=1[C:4]([NH:6][C:7]1[CH:12]=[CH:11][NH:10][C:9](=[O:13])[CH:8]=1)=[O:5].[F:22][C:23]1[CH:28]=[C:27]([F:29])[CH:26]=[CH:25][C:24]=1[OH:30].C([O-])([O-])=O.[Cs+].[Cs+]>CN(C=O)C>[F:22][C:23]1[CH:28]=[C:27]([F:29])[CH:26]=[CH:25][C:24]=1[O:30][C:2]1[CH:17]=[C:16]([C:18]([F:21])([F:20])[F:19])[CH:15]=[CH:14][C:3]=1[C:4]([NH:6][C:7]1[CH:12]=[CH:11][NH:10][C:9](=[O:13])[CH:8]=1)=[O:5] |f:2.3.4|. Procedure: To a solution of 2-fluoro-N-(2-oxo-1,2-dihydropyridin-4-yl)-4-(trifluoromethyl)benzamide (30 mg, 0.1 mmol) in DMF (1 mL) was added 2,4-difluorophenol (130 mg, 1.0 mmol) and Cs2CO3 (325.8 mg, 1.0 mmol) and the reaction mixture was stirred at 100° C. for 1 hour. The reaction was cooled to 25° C., filtered and purified by reverse phase chromatography using a gradient of acetonitrile in water (10-99%) and HCl as a modifier to yield 2-(2,4-difluorophenoxy)-N-(2-oxo-1,2-dihydropyridin-4-yl)-4-(trifluo... Starting materials: ClCCC(=O)C1=CC2=C(NC(O2)=O)C=C1 (3-chloro-1-(2,3-dihydro-2-oxobenzoxazol-6-yl)-1-propanone), C1(=CC=CC=C1)CN1CCNCC1 (1-(phenylmethyl)piperazine). Yields the product O=C1OC2=C(N1)C=CC(=C2)C(CCN2CCN(CC2)CC2=CC=CC=C2)=O (1(2,3-Dihydro-2-oxobenzoxazol-6-yl)-3-[4-(phenylmethyl)piperazin-1-yl]-1-propanone). Isolated yield 66.9%. RXN SMILES: Cl[CH2:2][CH2:3][C:4]([C:6]1[CH:15]=[CH:14][C:9]2[NH:10][C:11](=[O:13])[O:12][C:8]=2[CH:7]=1)=[O:5].[C:16]1([CH2:22][N:23]2[CH2:28][CH2:27][NH:26][CH2:25][CH2:24]2)[CH:21]=[CH:20][CH:19]=[CH:18][CH:17]=1>>[O:13]=[C:11]1[NH:10][C:9]2[CH:14]=[CH:15][C:6]([C:4](=[O:5])[CH2:3][CH2:2][N:26]3[CH2:27][CH2:28][N:23]([CH2:22][C:16]4[CH:17]=[CH:18][CH:19]=[CH:20][CH:21]=4)[CH2:24][CH2:25]3)=[CH:7][C:8]=2[O:12]1. Procedure details: Using 0.6 g of 3-chloro-1-(2,3-dihydro-2-oxobenzoxazol-6-yl)-1-propanone and 0.47 g of 1-(phenylmethyl)piperazine, 0.65 g of the title compound was obtained as colorless crystals, m.p. >300° C., in the same manner as in Example 6. Reactants: COC(=O)c1ccc2c(c1)CC(C)(C)C(c1cccc(S(=O)(=O)NC3CCN(C)C3)c1)N2, CO, [Na+], C1CCOC1, [OH-]. Product: CN1CCC(NS(=O)(=O)c2cccc(C3Nc4ccc(C(=O)O)cc4CC3(C)C)c2)C1. RXN SMILES: [CH3:1][C:2]1([CH3:32])[CH:3]([c:16]2[cH:17][c:18]([S:22]([NH:23][CH:24]3[CH2:25][N:26]([CH3:29])[CH2:27][CH2:28]3)(=[O:30])=[O:31])[cH:19][cH:20][cH:21]2)[NH:4][c:5]2[cH:6][cH:7][c:8]([C:12](=[O:13])[O:14][CH3:15])[cH:9][c:10]2[CH2:11]1.[CH3:40][OH:41].[Na+:34].[O:35]1[CH2:36][CH2:37][CH2:38][CH2:39]1.[OH-:33]>>[CH3:1][C:2]1([CH3:32])[CH:3]([c:16]2[cH:17][c:18]([S:22]([NH:23][CH:24]3[CH2:25][N:26]([CH3:29])[CH2:27][CH2:28]3)(=[O:30])=[O:31])[cH:19][cH:20][cH:21]2)[NH:4][c:5]2[cH:6][cH:7][c:8]([C:12](=[O:13])[OH:14])[cH:9][c:10]2[CH2:11]1. The product is CCOC(=O)COc1ccccc1C. Reactants: CCOC(=O)CBr, O=C([O-])[O-], Cc1ccccc1O, CCC(C)=O, [K+], [K+]. As a reaction SMILES: [Br:15][CH2:16][C:17](=[O:18])[O:19][CH2:20][CH3:21].[C:9](=[O:10])([O-:11])[O-:12].[CH3:1][c:2]1[cH:3][cH:4][cH:5][cH:6][c:7]1[OH:8].[CH3:22][C:23](=[O:24])[CH2:25][CH3:26].[K+:13].[K+:14]>>[CH3:1][c:2]1[cH:3][cH:4][cH:5][cH:6][c:7]1[O:8][CH2:16][C:17](=[O:18])[O:19][CH2:20][CH3:21].